This data is from the Open Reaction Database (ORD), a public repository of structured organic reaction records. The task is: describe an organic reaction: reactants, conditions, products, and yield Starting materials: C(C)(=O)NC1=CC=C(C=C1)O (4-acetamidophenol), Cl.N1=C(C=CC=C1)CCl (2-picolyl chloride hydrochloride), C([O-])([O-])=O.[K+].[K+] (potassium carbonate). Run in CN(C)C=O (DMF), [Cl-].[Na+].O (brine). Run at time 7 day. The product is C(C)(=O)NC1=CC=C(C=C1)OCC1=NC=CC=C1 (N-acetyl-4-(pyrid-2-ylmethoxy)aniline). RXN SMILES: [C:1]([NH:4][C:5]1[CH:10]=[CH:9][C:8]([OH:11])=[CH:7][CH:6]=1)(=[O:3])[CH3:2].Cl.[N:13]1[CH:18]=[CH:17][CH:16]=[CH:15][C:14]=1[CH2:19]Cl.C(=O)([O-])[O-].[K+].[K+]>CN(C=O)C.[Cl-].[Na+].O>[C:1]([NH:4][C:5]1[CH:10]=[CH:9][C:8]([O:11][CH2:19][C:14]2[CH:15]=[CH:16][CH:17]=[CH:18][N:13]=2)=[CH:7][CH:6]=1)(=[O:3])[CH3:2] |f:1.2,3.4.5,7.8.9|. Reported procedure: A mixture of 4-acetamidophenol (120 g; 796 mmol), 2-picolyl chloride hydrochloride (130.6 g; 796 mmol), and powdered potassium carbonate (330 g; 2.39 mol) in 1500 mL DMF was stirred at ambient temperature for 7 days. The reaction was poured into brine and the precipitate was collected by vacuum filtration. The solids were washed with water followed by diethyl ether. The reaction yielded N-acetyl-4-(pyrid-2-ylmethoxy)aniline as a beige solid. Starting materials: ClCCl, ClC(Cl)=[SH]Cc1ccc(Cl)cc1, CCOC(=O)C=C(C)N. The product is CCOC(=O)C=C(C)N=C=[SH]Cc1ccc(Cl)cc1. RXN SMILES: [CH2:22]([Cl:23])[Cl:24].[Cl:1][c:2]1[cH:3][cH:4][c:5]([CH2:6][SH:7]=[C:8]([Cl:9])[Cl:10])[cH:11][cH:12]1.[NH2:13][C:14](=[CH:15][C:16](=[O:17])[O:18][CH2:19][CH3:20])[CH3:21]>>[Cl:1][c:2]1[cH:3][cH:4][c:5]([CH2:6][SH:7]=[C:8]=[N:13][C:14](=[CH:15][C:16](=[O:17])[O:18][CH2:19][CH3:20])[CH3:21])[cH:11][cH:12]1.